This data is from the Open Reaction Database (ORD), a public repository of structured organic reaction records. The task is: describe an organic reaction: reactants, conditions, products, and yield Starting materials: anhydride, olefin, CC#C (propylene tetramer), CCCCCCCCCC/C=C/C1CC(=O)OC1=O (DDSA), [OH-].[K+] (KOH), CCCCCCCCCC/C=C/C1CC(=O)OC1=O (DDSA). The product is C(=CC)C1(C(C(=O)OC1=O)(C=CC)C=CC)C=CC (Tetrapropenylsuccinic Anhydride). RXN SMILES: CCCCCCCCC[CH2:10]/[CH:11]=[CH:12]/[CH:13]1[C:18](=[O:19])[O:17][C:15](=[O:16])[CH2:14]1.[OH-].[K+].[CH3:22][C:23]#[CH:24]>>[CH:24]([C:13]1([CH:12]=[CH:11][CH3:10])[C:18](=[O:19])[O:17][C:15](=[O:16])[C:14]1([CH:14]=[CH:13][CH3:18])[CH:10]=[CH:11][CH3:12])=[CH:23][CH3:22] |f:1.2|. Reported procedure: The experiments in Example 3 were repeated with tetrapropenylsuccininc anhydride (DDSA) instead of oleic acid. DDSA was supplied by Milliken Chemicals and had a neutralization number of 406 mg KOH/g. Milliken uses C12 branched-chain olefin derived from propylene tetramer to make DDSA. Reactants: BrC=1C(=NC(=NC1)NC)[C@H](CC1=CC(=CC(=C1)F)F)NC(CN1N=C(C=2C(CCC(C12)(F)F)(F)F)C(F)F)=O ((S)—N-(1-(5-bromo-2-(methylamino)pyrimidin-4-yl)-2-(3,5-difluorophenyl)ethyl)-2-(3-(difluoromethyl)-4,4,7,7-tetrafluoro-4,5,6,7-tetrahydro-1H-indazol-1-yl)acetamide), BrC=1C(=NC(=NC1)S(=O)(=O)C)[C@H](CC1=CC(=CC(=C1)F)F)NC(CN1N=C(C=2C(CCC(C12)(F)F)(F)F)C(F)F)=O ((S)—N-(1-(5-bromo-2-(methylsulfonyl)pyrimidin-4-yl)-2-(3,5-difluorophenyl)ethyl)-2-(3-(difluoromethyl)-4,4,7,7-tetrafluoro-4,5,6,7-tetrahydro-1H-indazol-1-yl)acetamide), NCCN1C(NCC1)=O (1-(2-aminoethyl)imidazolidin-2-one). Product: BrC=1C(=NC(=NC1)NCCN1C(NCC1)=O)[C@H](CC1=CC(=CC(=C1)F)F)NC(CN1N=C(C=2C(CCC(C12)(F)F)(F)F)C(F)F)=O ((S)—N-(1-(5-bromo-2-((2-(2-oxoimidazolidin-1-yl)ethyl)amino)pyrimidin-4-yl)-2-(3,5-difluorophenyl)ethyl)-2-(3-(difluoromethyl)-4,4,7,7-tetrafluoro-4,5,6,7-tetrahydro-1H-indazol-1-yl)acetamide). RXN SMILES: [Br:1][C:2]1[C:3]([C@@H:10]([NH:20][C:21](=[O:39])[CH2:22][N:23]2[C:31]3[C:30]([F:33])([F:32])[CH2:29][CH2:28][C:27]([F:35])([F:34])[C:26]=3[C:25]([CH:36]([F:38])[F:37])=[N:24]2)[CH2:11][C:12]2[CH:17]=[C:16]([F:18])[CH:15]=[C:14]([F:19])[CH:13]=2)=[N:4][C:5]([NH:8][CH3:9])=[N:6][CH:7]=1.BrC1[C:42]([C@@H:51]([NH:61][C:62](=[O:80])CN2C3C(F)(F)CCC(F)(F)C=3C(C(F)F)=N2)CC2C=C(F)C=C(F)C=2)=[N:43][C:44](S(C)(=O)=O)=NC=1.NCCN1CCNC1=O>>[Br:1][C:2]1[C:3]([C@@H:10]([NH:20][C:21](=[O:39])[CH2:22][N:23]2[C:31]3[C:30]([F:33])([F:32])[CH2:29][CH2:28][C:27]([F:34])([F:35])[C:26]=3[C:25]([CH:36]([F:37])[F:38])=[N:24]2)[CH2:11][C:12]2[CH:13]=[C:14]([F:19])[CH:15]=[C:16]([F:18])[CH:17]=2)=[N:4][C:5]([NH:8][CH2:9][CH2:44][N:43]2[CH2:42][CH2:51][NH:61][C:62]2=[O:80])=[N:6][CH:7]=1. Reported procedure: The title compound (22A) was prepared according to the method presented for the synthesis of compound 14A of Example 14 utilizing 12C and 1-(2-aminoethyl)imidazolidin-2-one. MS (m/z) 725.15 [M+H]+. Reactants: C(C)(C)(C)OC(=O)N1[C@@H](CCC1)CN ((S)-2-Aminomethyl-pyrrolidine-1-carboxylic acid tert-butyl ester), C1(CCC1)[C@@H](C1=CC(=CC=C1)F)NC(=O)C(C(C)=O)C1=C(C(=O)O)C(=CC=C1)F (2-(1-{[(S)-cyclobutyl-(3-fluoro-phenyl)-methyl]-carbamoyl}-2-oxo-propyl)-6-fluoro-benzoic acid). Product: C(C)(C)(C)OC(=O)N1[C@@H](CCC1)CN1C(C2=C(C=CC=C2C(=C1C)C(N[C@H](C1=CC(=CC=C1)F)C1CCC1)=O)F)=O ((S)-2-(4-{[(S)-Cyclobutyl-(3-fluoro-phenyl)-methyl]-carbamoyl}-8-fluoro-3-methyl-1-oxo-1H-isoquinolin-2-ylmethyl)-pyrrolidine-1-carboxylic acid tert-butyl ester). As a reaction SMILES: [C:1]([O:5][C:6]([N:8]1[CH2:12][CH2:11][CH2:10][C@H:9]1[CH2:13][NH2:14])=[O:7])([CH3:4])([CH3:3])[CH3:2].[CH:15]1([C@H:19]([NH:27][C:28]([CH:30]([C:34]2[CH:42]=[CH:41][CH:40]=[C:39]([F:43])[C:35]=2[C:36](O)=[O:37])[C:31](=O)[CH3:32])=[O:29])[C:20]2[CH:25]=[CH:24][CH:23]=[C:22]([F:26])[CH:21]=2)[CH2:18][CH2:17][CH2:16]1>>[C:1]([O:5][C:6]([N:8]1[CH2:12][CH2:11][CH2:10][C@H:9]1[CH2:13][N:14]1[C:31]([CH3:32])=[C:30]([C:28](=[O:29])[NH:27][C@@H:19]([CH:15]2[CH2:16][CH2:17][CH2:18]2)[C:20]2[CH:25]=[CH:24][CH:23]=[C:22]([F:26])[CH:21]=2)[C:34]2[C:35](=[C:39]([F:43])[CH:40]=[CH:41][CH:42]=2)[C:36]1=[O:37])=[O:7])([CH3:4])([CH3:3])[CH3:2]. Procedure: (S)-2-Aminomethyl-pyrrolidine-1-carboxylic acid tert-butyl ester (510 mg, 2.54 mmol) and 2-(1-{[(S)-cyclobutyl-(3-fluoro-phenyl)-methyl]-carbamoyl}-2-oxo-propyl)-6-fluoro-benzoic acid (851 mg, 2.12 mmol) were condensed analogously to the method described for example 4 to give (S)-2-(4-{[(S)-Cyclobutyl-(3-fluoro-phenyl)-methyl]-carbamoyl}-8-fluoro-3-methyl-1-oxo-1H-isoquinolin-2-ylmethyl)-pyrrolidine-1-carboxylic acid tert-butyl ester. The Boc-protection group was removed analogously to the metho... The reactants are CC1=C(OC2=C1C(=CC=C2)OCC2CN(CCC2)CC=2C=NC=CC2)CO ([3-Methyl-4-(1-pyridin-3-ylmethyl-piperidin-3-ylmethoxy)-benzofuran-2-yl]-methanol), C(C)OC(=O)C=1OC2=C(C1)C=C(C=C2)O (5-hydroxybenzofuran-2-carboxylic acid ethyl ester), C1(=CC=CC=C1)P(C1=CC=CC=C1)C1=CC=CC=C1 (triphenylphosphine), C(C)OC(=O)N=NC(=O)OCC (azodicarboxylic acid diethyl ester). RXN SMILES: [CH3:1][C:2]1[C:6]2[C:7]([O:11][CH2:12][CH:13]3[CH2:18][CH2:17][CH2:16][N:15]([CH2:19][C:20]4[CH:21]=[N:22][CH:23]=[CH:24][CH:25]=4)[CH2:14]3)=[CH:8][CH:9]=[CH:10][C:5]=2[O:4][C:3]=1[CH2:26][OH:27].[CH2:28]([O:30][C:31]([C:33]1[O:34][C:35]2[CH:41]=[CH:40][C:39](O)=[CH:38][C:36]=2[CH:37]=1)=[O:32])[CH3:29].C1(P(C2C=CC=CC=2)C2C=CC=CC=2)C=CC=CC=1.C(OC(N=NC(OCC)=O)=O)C>C1COCC1>[CH2:28]([O:30][C:31]([C:33]1[O:34][C:35]2[CH:41]=[CH:40][C:39]([O:27][CH2:26][C:3]3[O:4][C:5]4[CH:10]=[CH:9][CH:8]=[C:7]([O:11][CH2:12][CH:13]5[CH2:18][CH2:17][CH2:16][N:15]([CH2:19][C:20]6[CH:21]=[N:22][CH:23]=[CH:24][CH:25]=6)[CH2:14]5)[C:6]=4[C:2]=3[CH3:1])=[CH:38][C:36]=2[CH:37]=1)=[O:32])[CH3:29]. The yield is 29.7%. Procedure: [3-Methyl-4-(1-pyridin-3-ylmethyl-piperidin-3-ylmethoxy)-benzofuran-2-yl]-methanol (107 mg), 5-hydroxybenzofuran-2-carboxylic acid ethyl ester (60 mg), triphenylphosphine (100 mg) and azodicarboxylic acid diethyl ester (70 μl) were dissolved in THF (7 ml). The solution was stirred overnight at room temperature. A white precipitate separated out. The precipitate was filtered out and the filtrate was evaporated to dryness. The residue was separated by silica gel column chromatography developed by ... The product is C(C)OC(=O)C=1OC2=C(C1)C=C(C=C2)OCC=2OC1=C(C2C)C(=CC=C1)OCC1CN(CCC1)CC=1C=NC=CC1 (5-[3-methyl-4-(1-pyridin-3-ylmethyl-piperidin-3-ylmethoxy)-benzofuran-2-ylmethoxy]-benzofuran-2-carboxylic acid ethyl ester). The solvent is C1CCOC1 (THF). Run at time 8 hour.